From a dataset of the Open Reaction Database (ORD), a public repository of structured organic reaction records. describe an organic reaction: reactants, conditions, products, and yield Reactants: O1C(=CC2=C1C=CC=C2)/C=C/C=C(/C(=O)O)\OC ((2Z,4E)-5-(benzofuran-2-yl)-2-methoxy-2,4-pentadienoic acid), NC1CC(N(C(C1)(C)C)C)(C)C (4-amino-1,2,2,6,6-pentamethylpiperidine), O.ON1N=NC2=C1N=CC=C2 (1-hydroxy-7-azabenzotriazole hydrate), Cl.CN(CCCN=C=NCC)C (1-(3-dimethylaminopropyl)-3-ethylcarbodiimide hydrochloride). Solvent: CN(C)C=O (DMF). Yields the product O1C(=CC2=C1C=CC=C2)/C=C/C=C(/C(=O)NC2CC(N(C(C2)(C)C)C)(C)C)\OC ((2Z,4E)-5-(Benzofuran-2-yl)-2-methoxy-N[(1,2,2,6,6-pentamethyl)-piperidin-4-yl]-2,4-pentadienamide). Isolated yield 42.8%. RXN SMILES: [O:1]1[C:5]2[CH:6]=[CH:7][CH:8]=[CH:9][C:4]=2[CH:3]=[C:2]1/[CH:10]=[CH:11]/[CH:12]=[C:13](\[O:17][CH3:18])/[C:14]([OH:16])=O.[NH2:19][CH:20]1[CH2:25][C:24]([CH3:27])([CH3:26])[N:23]([CH3:28])[C:22]([CH3:30])([CH3:29])[CH2:21]1.O.ON1C2N=CC=CC=2N=N1.Cl.CN(C)CCCN=C=NCC>CN(C=O)C>[O:1]1[C:5]2[CH:6]=[CH:7][CH:8]=[CH:9][C:4]=2[CH:3]=[C:2]1/[CH:10]=[CH:11]/[CH:12]=[C:13](\[O:17][CH3:18])/[C:14]([NH:19][CH:20]1[CH2:21][C:22]([CH3:29])([CH3:30])[N:23]([CH3:28])[C:24]([CH3:27])([CH3:26])[CH2:25]1)=[O:16] |f:2.3,4.5|. Procedure details: A solution of (2Z,4E)-5-(benzofuran-2-yl)-2-methoxy-2,4-pentadienoic acid (122 mg, 0.5 mmol), 4-amino-1,2,2,6,6-pentamethylpiperidine (85 mg, 0.5 mmol), 1-hydroxy-7-azabenzotriazole hydrate (65 mg, 0.5 mmol) and 1-(3-dimethylaminopropyl)-3-ethylcarbodiimide hydrochloride (95 mg, 0.5 mmol) in DMF (2 ml) was stirred at RT overnight. After the same work-up described in example 3 the residue was triturated with isopropyl ether to produce a solid that was recovered and dried to give pure title compou... Reactants: C(C1=CC=CC=C1)C=1C=NC2=C(C=CC=C2C1C=1C=C(C=CC1)O)C(F)(F)F (3-[3-benzyl-8-(trifluoromethyl)quinolin-4-yl]phenol), COC(C(C)(C)C1=CC=C(C=C1)CBr)=O (2-(4-Bromomethyl-phenyl)-2-methyl-propionic acid methyl ester), halide. Product: C(C1=CC=CC=C1)C=1C=NC2=C(C=CC=C2C1C=1C=C(OCC2=CC=C(C=C2)C(C(=O)O)(C)C)C=CC1)C(F)(F)F (2-[4-({3-[3-BENZYL-8-(TRIFLUOROMETHYL)QUINOLIN-4-YL]PHENOXY}METHYL)PHENYL]-2-METHYLPROPANOIC ACID). Reaction SMILES: [CH2:1]([C:8]1[CH:9]=[N:10][C:11]2[C:16]([C:17]=1[C:18]1[CH:19]=[C:20]([OH:24])[CH:21]=[CH:22][CH:23]=1)=[CH:15][CH:14]=[CH:13][C:12]=2[C:25]([F:28])([F:27])[F:26])[C:2]1[CH:7]=[CH:6][CH:5]=[CH:4][CH:3]=1.C[O:30][C:31](=[O:43])[C:32]([C:35]1[CH:40]=[CH:39][C:38]([CH2:41]Br)=[CH:37][CH:36]=1)([CH3:34])[CH3:33]>>[CH2:1]([C:8]1[CH:9]=[N:10][C:11]2[C:16]([C:17]=1[C:18]1[CH:19]=[C:20]([CH:21]=[CH:22][CH:23]=1)[O:24][CH2:41][C:38]1[CH:37]=[CH:36][C:35]([C:32]([CH3:34])([CH3:33])[C:31]([OH:43])=[O:30])=[CH:40][CH:39]=1)=[CH:15][CH:14]=[CH:13][C:12]=2[C:25]([F:28])([F:26])[F:27])[C:2]1[CH:3]=[CH:4][CH:5]=[CH:6][CH:7]=1. Procedure: Prepared using the procedure in Example 56 except using 3-[3-benzyl-8-(trifluoromethyl)quinolin-4-yl]phenol and 2-(4-Bromomethyl-phenyl)-2-methyl-propionic acid methyl ester as the halide. MS (ESI) m/z 556.